This data is from the Open Reaction Database (ORD), a public repository of structured organic reaction records. The task is: describe an organic reaction: reactants, conditions, products, and yield Starting materials: P(=O)(Cl)(Cl)Cl (Phosphorus oxychloride), BrC1=CC=2C(NC=CC2S1)=O (2-bromothieno[3,2-c]pyridin-4 (5H)-one), ice water. Run at temperature 135 celsius. Product: BrC1=CC=2C(=NC=CC2S1)Cl (2-Bromo-4-chloro-thieno[3,2-c]pyridine). The yield is 80.7%. Reaction SMILES: P(Cl)(Cl)([Cl:3])=O.[Br:6][C:7]1[S:15][C:14]2[CH:13]=[CH:12][NH:11][C:10](=O)[C:9]=2[CH:8]=1>>[Br:6][C:7]1[S:15][C:14]2[CH:13]=[CH:12][N:11]=[C:10]([Cl:3])[C:9]=2[CH:8]=1. Reported procedure: Phosphorus oxychloride (4.08 g, 26.6 mmol) was added dropwise to 2-bromothieno[3,2-c]pyridin-4 (5H)-one (2.04 g, 8.87 mmol) at 0° C. The mixture was heated at 135° C. for 2.5 h, then carefully poured over ice water. The precipitated was collected by filtration and dried to yield 1.78 g (80.7%) of title product. 1H NMR (270 MHz, CH3OH-d4) δ ppm 7.67 (d, 1H) 7.88 (dddd, J=6.33 Hz, 2H) 8.19 (d, J=5.54 Hz, 1H); MS 248.0 (M−H)+; Purity (HPLC) 100 The reactants are CCCCCCCCCCCC (dodecane), BrBr (bromine). The product is BrBr (bromine), C(CCCCCCCCCCC)Br (dodecylbromide). The yield is 100.0%. Reaction SMILES: [CH3:1][CH2:2][CH2:3][CH2:4][CH2:5][CH2:6][CH2:7][CH2:8][CH2:9][CH2:10][CH2:11][CH3:12].[Br:13][Br:14]>>[Br:13][Br:14].[CH2:12]([Br:13])[CH2:11][CH2:10][CH2:9][CH2:8][CH2:7][CH2:6][CH2:5][CH2:4][CH2:3][CH2:2][CH3:1]. Procedure details: Pressurized dodecane liquid is mixed with bromine in a 10:1 molar ratio. The mixture is passed through a tubular reactor held at 250° C. 100% bromine conversion is obtained with 90% selectivity to dodecylbromide. The reactants are ClC=1C=C(C(=O)OCC)C=CC1OS(=O)(=O)C(F)(F)F (ethyl 3-chloro-4-(trifluoromethylsulfonyloxy)benzoate), FC1=C(C=C(C=C1)OC)B(O)O (2-fluoro-5-methoxyphenylboronic acid), (t-4)-tetrakis(triphenylphosphine)palladium, C([O-])([O-])=O.[K+].[K+] (potassium carbonate). Run in CN(C)C=O (DMF). Conditions: temperature 100 celsius. The product is ClC1=C(C=CC(=C1)C(=O)OCC)C1=C(C=CC(=C1)OC)F (Ethyl 2-chloro-2′-fluoro-5′-(methyloxy)-1,1′-biphenyl-4-carboxylate). As a reaction SMILES: [Cl:1][C:2]1[CH:3]=[C:4]([CH:10]=[CH:11][C:12]=1OS(C(F)(F)F)(=O)=O)[C:5]([O:7][CH2:8][CH3:9])=[O:6].[F:21][C:22]1[CH:27]=[CH:26][C:25]([O:28][CH3:29])=[CH:24][C:23]=1B(O)O.C(=O)([O-])[O-].[K+].[K+]>CN(C=O)C>[Cl:1][C:2]1[CH:3]=[C:4]([C:5]([O:7][CH2:8][CH3:9])=[O:6])[CH:10]=[CH:11][C:12]=1[C:23]1[CH:24]=[C:25]([O:28][CH3:29])[CH:26]=[CH:27][C:22]=1[F:21] |f:2.3.4|. Procedure: A reaction mixture of ethyl 3-chloro-4-(trifluoromethylsulfonyloxy)benzoate (3.00 g, 9.02 mmol), 2-fluoro-5-methoxyphenylboronic acid (available from Aldrich) (1.84 g, 10.8 mmol), (t-4)-tetrakis(triphenylphosphine)palladium (0.521 g, 0.451 mmol) and potassium carbonate (2.49 g, 18.0 mmol) in DMF (20 mL), was purged with N2 three times and then heated at 100° C. for 4 hours. The reaction was cooled to room temperature, and EtOAc (130 mL) was added. The mixture was then washed with brine (30×4 mL)...